Task: describe an organic reaction: reactants, conditions, products, and yield. Dataset: the Open Reaction Database (ORD), a public repository of structured organic reaction records The reactants are C1CCOC1, CCOC(=O)c1cc2ccccc2[nH]1, [H-], [Na+], Cc1ccc(S(=O)(=O)Cl)cc1. The product is CCOC(=O)c1cc2ccccc2n1S(=O)(=O)c1ccc(C)cc1. Reaction SMILES: [CH2:28]1[O:29][CH2:30][CH2:31][CH2:32]1.[CH2:3]([CH3:4])[O:5][C:6](=[O:7])[c:8]1[nH:9][c:10]2[cH:11][cH:12][cH:13][cH:14][c:15]2[cH:16]1.[H-:1].[Na+:2].[c:17]1([CH3:27])[cH:18][cH:19][c:20]([S:23](=[O:24])(=[O:25])[Cl:26])[cH:21][cH:22]1>>[CH2:3]([CH3:4])[O:5][C:6](=[O:7])[c:8]1[n:9]([S:23]([c:20]2[cH:19][cH:18][c:17]([CH3:27])[cH:22][cH:21]2)(=[O:24])=[O:25])[c:10]2[cH:11][cH:12][cH:13][cH:14][c:15]2[cH:16]1. Starting materials: CC(C)O, CCOC(=O)CC(=O)CCl, Cl, [H-], [Na+], C1CCOC1, OCCN1CCN(C(c2ccccc2)(c2ccccc2)c2ccccc2)CC1. The product is CCOC(=O)CC(=O)COCCN1CCN(C(c2ccccc2)(c2ccccc2)c2ccccc2)CC1. As a reaction SMILES: [CH:47]([OH:48])([CH3:49])[CH3:50].[Cl:31][CH2:32][C:33]([CH2:34][C:35](=[O:36])[O:37][CH2:38][CH3:39])=[O:40].[ClH:41].[H-:1].[Na+:2].[O:42]1[CH2:43][CH2:44][CH2:45][CH2:46]1.[OH:3][CH2:4][CH2:5][N:6]1[CH2:7][CH2:8][N:9]([C:12]([c:13]2[cH:14][cH:15][cH:16][cH:17][cH:18]2)([c:19]2[cH:20][cH:21][cH:22][cH:23][cH:24]2)[c:25]2[cH:26][cH:27][cH:28][cH:29][cH:30]2)[CH2:10][CH2:11]1>>[O:3]([CH2:4][CH2:5][N:6]1[CH2:7][CH2:8][N:9]([C:12]([c:13]2[cH:14][cH:15][cH:16][cH:17][cH:18]2)([c:19]2[cH:20][cH:21][cH:22][cH:23][cH:24]2)[c:25]2[cH:26][cH:27][cH:28][cH:29][cH:30]2)[CH2:10][CH2:11]1)[CH2:32][C:33]([CH2:34][C:35](=[O:36])[O:37][CH2:38][CH3:39])=[O:40].